From a dataset of the Open Reaction Database (ORD), a public repository of structured organic reaction records. describe an organic reaction: reactants, conditions, products, and yield The reactants are [H-].[H-].[H-].[H-].[Li+].[Al+3] (LiAlH4), C(C)(=O)N1CC2C3=C(C(C1)(C1=CC=CC=C1)O2)C=CC=C3 (3-Acetyl-1,5-epoxy-1-phenyl-1,2,4,5-tetrahydro-3-benzazepin), O (water), [OH-].[Na+] (NaOH), O (water). Solvent: C1CCOC1 (THF). The product is C(C)N1CC2C3=C(C(C1)(O2)C2=CC=CC=C2)C=CC=C3 (3-Ethyl-1-phenyl-1,5-epoxy-1,2,4,5-tetrahydro-3-benzazepin). The yield is 89.6%. RXN SMILES: [H-].[H-].[H-].[H-].[Li+].[Al+3].[C:7]([N:10]1[CH2:16][C:15]2([O:23][CH:12]([C:13]3[CH:27]=[CH:26][CH:25]=[CH:24][C:14]=32)[CH2:11]1)[C:17]1[CH:22]=[CH:21][CH:20]=[CH:19][CH:18]=1)(=O)[CH3:8].O.[OH-].[Na+]>C1COCC1>[CH2:7]([N:10]1[CH2:16][C:15]2([C:17]3[CH:22]=[CH:21][CH:20]=[CH:19][CH:18]=3)[O:23][CH:12]([C:13]3[CH:27]=[CH:26][CH:25]=[CH:24][C:14]=32)[CH2:11]1)[CH3:8] |f:0.1.2.3.4.5,8.9|. Procedure details: To a suspension of LiAlH4 (910 mg, 23.95 mM) in dry THF (40 ml) under N2 was added the compound from Example 8 (2.22 g, 7.96 mM) in one portion and the resulting mixture refluxed for one hour. The mixture was then cooled in an ice bath and treated successively with distilled water (0.9 ml), 15% NaOH solution (0.9 ml) and water (2.7 ml) in a dropwise manner. The resulting white suspension was filtered through Celite, the filtrate washed thoroughly with THF, and the combined washings concentrated ... Starting materials: N1(CCC1)C[C@H](CCC)NC ((S)-1-(azetidin-1-yl)-N-methyl-pentan-2-amine), resultant mixture, ClC1=C(C(=O)O)C=CC(=C1)Cl (2,4-Dichlorobenzoic acid), CN(C)C(=[N+](C)C)ON1C2=C(C=CC=C2)N=N1.[B-](F)(F)(F)F (TBTU), CN1CCOCC1 (NMM). Run in CN(C)C=O (DMF). Reaction conditions: temperature 0 celsius, time 10 minute. Yields the product N1(CCC1)C[C@H](CCC)N(C(C1=C(C=C(C=C1)Cl)Cl)=O)C ((S)—N-(1-(Azetidin-1-yl)pentan-2-yl)-2,4-dichloro-N-methylbenzamide). Yield: 62.0%. RXN SMILES: [Cl:1][C:2]1[CH:10]=[C:9]([Cl:11])[CH:8]=[CH:7][C:3]=1[C:4]([OH:6])=O.CN(C(ON1N=NC2C=CC=CC1=2)=[N+](C)C)C.[B-](F)(F)(F)F.CN1CCOCC1.[N:41]1([CH2:45][C@@H:46]([NH:50][CH3:51])[CH2:47][CH2:48][CH3:49])[CH2:44][CH2:43][CH2:42]1>CN(C=O)C>[N:41]1([CH2:45][C@@H:46]([N:50]([CH3:51])[C:4](=[O:6])[C:3]2[CH:7]=[CH:8][C:9]([Cl:11])=[CH:10][C:2]=2[Cl:1])[CH2:47][CH2:48][CH3:49])[CH2:44][CH2:43][CH2:42]1 |f:1.2|. Procedure details: 2,4-Dichlorobenzoic acid (92 mg, 0.48 mmol) and TBTU (162 mg, 0.50 mmol) was mixed in DMF (1.5 mL). The mixture was cooled to 0° C. and NMM (0.063 mL, 0.58 mmol) was dropwise added. After 10 min at 0° C. was (S)-1-(azetidin-1-yl)-N-methyl-pentan-2-amine (Compound J1) (75 mg, 0.48 mmol) added. The resultant mixture was stirred at 0° C. for 30 min and at rt for 16 h. The mixture was concentrated and the residue dissolved in DCM (5 mL). The organic phase was washed with NaHCO3 (saturated, 2×5 mL), ... Starting materials: CC(=O)O, CC(C)(CCn1cnnc1)NCC(O)c1ccc(OCc2ccccc2)c(CO)c1, CO, [H][H]. The product is CC(C)(CCn1cnnc1)NCC(O)c1ccc(O)c(CO)c1. RXN SMILES: [C:1]([OH:2])(=[O:3])[CH3:4].[CH2:5]([c:6]1[cH:7][cH:8][cH:9][cH:10][cH:11]1)[O:12][c:13]1[c:14]([CH2:33][OH:34])[cH:15][c:16]([CH:19]([CH2:20][NH:21][C:22]([CH2:23][CH2:24][n:25]2[cH:26][n:27][n:28][cH:29]2)([CH3:30])[CH3:31])[OH:32])[cH:17][cH:18]1.[CH3:37][OH:38].[H:35][H:36]>>[OH:12][c:13]1[c:14]([CH2:33][OH:34])[cH:15][c:16]([CH:19]([CH2:20][NH:21][C:22]([CH2:23][CH2:24][n:25]2[cH:26][n:27][n:28][cH:29]2)([CH3:30])[CH3:31])[OH:32])[cH:17][cH:18]1. The product is Fc1ccc(CCNC2CC2)cc1. Reactants: [Al+3], O=C(Cc1ccc(F)cc1)NC1CC1, [H-], [H-], [H-], [H-], [Li+], [Na+], C1CCOC1, [OH-], O. RXN SMILES: [Al+3:3].[CH:7]1([NH:10][C:11]([CH2:12][c:13]2[cH:14][cH:15][c:16]([F:19])[cH:17][cH:18]2)=[O:20])[CH2:8][CH2:9]1.[H-:1].[H-:4].[H-:5].[H-:6].[Li+:2].[Na+:23].[O:24]1[CH2:25][CH2:26][CH2:27][CH2:28]1.[OH-:22].[OH2:21]>>[CH:7]1([NH:10][CH2:11][CH2:12][c:13]2[cH:14][cH:15][c:16]([F:19])[cH:17][cH:18]2)[CH2:8][CH2:9]1. The reactants are C(=O)(OC(C)(C)C)N[C@@H](CC1=CC=CC=C1)[C@@H]1C[C@H](C(O1)=O)CC1=CC=C(C=C1)C1=CC=CC=C1 (5(S)-[1(S)-(Boc-amino)-2-phenylethyl]-3(R)-[(4-biphenylyl)methyl]dihydrofuran-2-(3H)-one), C(OC)COC (dimethoxyethane), solution, [OH-].[Li+] (lithium hydroxide). Solvent: O (water). Conditions: time 16 hour. Product: C(=O)(OC(C)(C)C)N[C@H]([C@H](C[C@H](C(=O)O)CC1=CC=C(C=C1)C1=CC=CC=C1)O)CC1=CC=CC=C1 (5(S)-(Boc-Amino)-4(S)-hydroxy-6-phenyl-2(R)-[(4-biphenylyl)methyl]hexanoic acid). As a reaction SMILES: [C:1]([NH:8][C@H:9]([C@H:17]1[O:21][C:20](=[O:22])[C@H:19]([CH2:23][C:24]2[CH:29]=[CH:28][C:27]([C:30]3[CH:35]=[CH:34][CH:33]=[CH:32][CH:31]=3)=[CH:26][CH:25]=2)[CH2:18]1)[CH2:10][C:11]1[CH:16]=[CH:15][CH:14]=[CH:13][CH:12]=1)([O:3][C:4]([CH3:7])([CH3:6])[CH3:5])=O.[OH-:36].[Li+].C(COC)[O:39]C>O>[C:1]([NH:8][C@@H:9]([CH2:10][C:11]1[CH:16]=[CH:15][CH:14]=[CH:13][CH:12]=1)[C@@H:17]([OH:39])[CH2:18][C@@H:19]([CH2:23][C:24]1[CH:29]=[CH:28][C:27]([C:30]2[CH:31]=[CH:32][CH:33]=[CH:34][CH:35]=2)=[CH:26][CH:25]=1)[C:20]([OH:21])=[O:22])([O:3][C:4]([CH3:7])([CH3:6])[CH3:5])=[O:36] |f:1.2|. Procedure: 1.3 g (2.76 mmol) of 5(S)-[1(S)-(Boc-amino)-2-phenylethyl]-3(R)-[(4-biphenylyl)methyl]dihydrofuran-2-(3H)-one are hydrolysed, in 28 ml of dimethoxyethane, with 11 ml of a 1M solution of lithium hydroxide in water. After 16 h at PT, the dimethoxyethane is evaporated off on a RE and the residue is treated with an ice-cold mixture of 15 ml of sat. NH4Cl solution, 80 ml of 10% citric acid solution and methylene chloride. The aqueous phase is separated off and extracted 2× with methylene chloride. Th... The reactants are B, CC(C)(C)OC(=O)c1cc(Br)cc(C(=O)C(F)(F)F)c1, C[Si](C)(C)[N-][Si](C)(C)C, CSC, Cc1ccccc1, [Li+], [Na+], [OH-]. Yields the product CC(C)(C)OC(=O)c1cc(Br)cc(C(N)C(F)(F)F)c1. Reaction SMILES: [BH3:34].[Br:1][c:2]1[cH:3][c:4]([C:5](=[O:6])[O:7][C:8]([CH3:9])([CH3:10])[CH3:11])[cH:12][c:13]([C:15]([C:16]([F:17])([F:18])[F:19])=[O:20])[cH:14]1.[CH3:21][Si:22]([N-:25][Si:23]([CH3:24])([CH3:26])[CH3:27])([CH3:28])[CH3:29].[CH3:31][S:32][CH3:33].[CH3:37][c:38]1[cH:39][cH:40][cH:41][cH:42][cH:43]1.[Li+:30].[Na+:36].[OH-:35]>>[Br:1][c:2]1[cH:3][c:4]([C:5](=[O:6])[O:7][C:8]([CH3:9])([CH3:10])[CH3:11])[cH:12][c:13]([CH:15]([C:16]([F:17])([F:18])[F:19])[NH2:25])[cH:14]1. Starting materials: ClC=1C=C(C=CC1)C#CC=1N=C(NC1)C (4-(3-chloro-phenylethynyl)-2-methyl-1H-imidazole), ClC1=NC=CC(=C1)F (2-chloro-4-fluoropyridine), C([O-])([O-])=O.[Cs+].[Cs+] (cesium carbonate). Solvent: CN(C)C=O (DMF). Reaction conditions: temperature 100 celsius. The product is ClC1=NC=CC(=C1)N1C(=NC(=C1)C#CC1=CC(=CC=C1)Cl)C (2-chloro-4-[4-(3-chloro-phenylethynyl)-2-methyl-imidazol-1-yl]-pyridine). Isolated yield 87.6%. RXN SMILES: [Cl:1][C:2]1[CH:3]=[C:4]([C:8]#[C:9][C:10]2[N:11]=[C:12]([CH3:15])[NH:13][CH:14]=2)[CH:5]=[CH:6][CH:7]=1.[Cl:16][C:17]1[CH:22]=[C:21](F)[CH:20]=[CH:19][N:18]=1.C(=O)([O-])[O-].[Cs+].[Cs+]>CN(C=O)C>[Cl:16][C:17]1[CH:22]=[C:21]([N:13]2[CH:14]=[C:10]([C:9]#[C:8][C:4]3[CH:5]=[CH:6][CH:7]=[C:2]([Cl:1])[CH:3]=3)[N:11]=[C:12]2[CH3:15])[CH:20]=[CH:19][N:18]=1 |f:2.3.4|. Procedure: To a solution of 400 mg (1.85 mmol) of 4-(3-chloro-phenylethynyl)-2-methyl-1H-imidazole and 1.12 ml (1.46 g, 11.1 mmol) of 2-chloro-4-fluoropyridine in 5 ml of DMF were added 1.2 g (3.69 mmol) of cesium carbonate. The mixture was heated to 100° C. for 4 h, allowed to cool and concentrated in vaccuo. The residue was taken up in 20 ml ethyl acetate and the organic phase was washed twice with 20 ml of water and dried over magnesium sulfate. After treatment with charcoal, the solution was filtered a... The reactants are NC1CCCCC1C(=O)O, [Na+], [Na+], O=C([O-])[O-], C1COCCO1, O, O=S(=O)(Cl)c1ccc(-c2ccccc2)cc1. Product: O=C(O)C1CCCCC1NS(=O)(=O)c1ccc(-c2ccccc2)cc1. As a reaction SMILES: [NH2:1][CH:2]1[CH:3]([C:8](=[O:9])[OH:10])[CH2:4][CH2:5][CH2:6][CH2:7]1.[Na+:11].[Na+:12].[O-:13][C:14](=[O:15])[O-:16].[O:34]1[CH2:35][CH2:36][O:37][CH2:38][CH2:39]1.[OH2:33].[c:17]1(-[c:27]2[cH:28][cH:29][cH:30][cH:31][cH:32]2)[cH:18][cH:19][c:20]([S:23](=[O:24])(=[O:25])[Cl:26])[cH:21][cH:22]1>>[NH:1]([CH:2]1[CH:3]([C:8](=[O:9])[OH:10])[CH2:4][CH2:5][CH2:6][CH2:7]1)[S:23]([c:20]1[cH:19][cH:18][c:17](-[c:27]2[cH:28][cH:29][cH:30][cH:31][cH:32]2)[cH:22][cH:21]1)(=[O:24])=[O:25]. Reactants: CC(C(C)(C)O1)(C)OB1C2=CC=CC(C3=NOC(C)=N3)=C2, BrC1=CC2=C(C=C1)C=CN2. The reagents and catalysts are CC(C)(C)C1=CC=C(C=C1)C2=CC=C(C=C2)C(C)(C)C, C(=O)([O-])[O-].[Na+].[Na+], C1=CC=C(C=C1)P(C2=CC=CC=C2)C3=CC=CC=C3.C1=CC=C(C=C1)P(C2=CC=CC=C2)C3=CC=CC=C3.C1=CC=C(C=C1)P(C2=CC=CC=C2)C3=CC=CC=C3.C1=CC=C(C=C1)P(C2=CC=CC=C2)C3=CC=CC=C3.[Pd]. Solvent: COCCOC, O (water), COCCOC. Reaction conditions: temperature 85 celsius, time 24 hour. Yields the product CC1=NC(C2=CC(C3=CC4=C(C=C3)C=CN4)=CC=C2)=NO1. Yield: 40.0%. Starting materials: CSC(N[N+](=O)[O-])=N (S-methyl-N-nitroisothiourea), CC#N (CH3CN), Cl (hydrochloric acid), C(CC)S(=O)(=O)Cl (n-propanesulfonyl chloride). Run in CCN(CC)CC (Et3N), O (water), O (water). Product: CSC(N[N+](=O)[O-])=NS(=O)(=O)CCC (S-methyl-N-nitro-N'-(n-propanesulfonyl)isothiourea). Isolated yield 60.5%. As a reaction SMILES: [CH3:1][S:2][C:3](=[NH:8])[NH:4][N+:5]([O-:7])=[O:6].CC#N.[CH2:12]([S:15](Cl)(=[O:17])=[O:16])[CH2:13][CH3:14].Cl>O.CCN(CC)CC>[CH3:1][S:2][C:3](=[N:8][S:15]([CH2:12][CH2:13][CH3:14])(=[O:17])=[O:16])[NH:4][N+:5]([O-:7])=[O:6]. Reported procedure: A mixture of S-methyl-N-nitroisothiourea (5.0 g), CH3CN (50 ml) and Et3N (11.2 g) was cooled with iced water. To the cooled mixture was added 10.6 g of n-propanesulfonyl chloride dropwise below 15° C. under stirring. After stirring at the same temperature for 1 hour, the mixture was poured into a mixed solution of conc. hydrochloric acid (20 ml) and water (180 ml) and the resulting mixture was extracted with AcOEt. The organic layer was dried over MgSO4 and concentrated in vacuo to afford 9.9 g ...